Dataset: the Open Reaction Database (ORD), a public repository of structured organic reaction records. Task: describe an organic reaction: reactants, conditions, products, and yield Starting materials: [OH-].[NH4+] (ammonium hydroxide), Cl (hydrogen chloride), —Hydrogen chloride, C(C1=CC=CC=C1)(=O)O[C@@H]1C(C2=CC=C3[C@@H]4CC[C@H]([C@@H](CO[Si](C)(C)C(C)(C)C)C)[C@]4(CC[C@@H]3[C@]2(CC1)C)C)(C)C ((3β,20S)-21-[[(1,1-dimethylethyl)dimethylsilyl]oxy]-4,4,20-trimethylpregna-5,7-dien-3-ol benzoate), C(C1=CC=CC=C1)(=O)O[C@@H]1C(C2=CC=C3[C@@H]4CC[C@H]([C@@H](CO[Si](C)(C)C(C)(C)C)C)[C@]4(CC[C@@H]3[C@]2(CC1)C)C)(C)C ((3β,20S)-21-[[(1,1-dimethylethyl)dimethylsilyl]oxy]-4,4,20-trimethylpregna-5,7-dien-3-ol benzoate), C(C)(=O)OC(C)=O (acetic anhydride). Solvent: C(Cl)(Cl)Cl (chloroform). Conditions: temperature 0 celsius, time 1.5 hour. The product is C(C1=CC=CC=C1)(=O)O[C@@H]1C([C@@H]2C=CC3=C4CC[C@H]([C@@H](CO[Si](C)(C)C(C)(C)C)C)[C@]4(CC[C@@H]3[C@]2(CC1)C)C)(C)C ((3β,5α,20S)-21-[[(1,1-dimethylethyl)dimethylsilyl]oxy]-4,4,20-trimethylpregna-6,8(14)-dien-3-ol benzoate). Isolated yield 98.4%. RXN SMILES: [C:1]([O:9][C@H:10]1[CH2:37][CH2:36][C@@:35]2([CH3:38])[C:12](=[CH:13][CH:14]=[C:15]3[C@@H:34]2[CH2:33][CH2:32][C@@:31]2([CH3:39])[C@H:16]3[CH2:17][CH2:18][C@@H:19]2[C@H:20]([CH3:30])[CH2:21][O:22][Si:23]([C:26]([CH3:29])([CH3:28])[CH3:27])([CH3:25])[CH3:24])[C:11]1([CH3:41])[CH3:40])(=[O:8])[C:2]1[CH:7]=[CH:6][CH:5]=[CH:4][CH:3]=1.C(OC(=O)C)(=O)C.Cl.[OH-].[NH4+]>C(Cl)(Cl)Cl>[C:1]([O:9][C@H:10]1[CH2:37][CH2:36][C@@:35]2([CH3:38])[C@@H:12]([CH:13]=[CH:14][C:15]3[C@@H:34]2[CH2:33][CH2:32][C@@:31]2([CH3:39])[C:16]=3[CH2:17][CH2:18][C@@H:19]2[C@H:20]([CH3:30])[CH2:21][O:22][Si:23]([C:26]([CH3:28])([CH3:29])[CH3:27])([CH3:25])[CH3:24])[C:11]1([CH3:40])[CH3:41])(=[O:8])[C:2]1[CH:3]=[CH:4][CH:5]=[CH:6][CH:7]=1 |f:3.4|. Procedure details: —Hydrogen chloride gas was passed into a solution of (3β,20S)-21-[[(1,1-dimethylethyl)dimethylsilyl]oxy]-4,4,20-trimethylpregna-5,7-dien-3-ol benzoate (compound 8; Example 1, step vi; 25.0 g) and acetic anhydride (40 ml) in chloroform (250 ml) for 30 min. The mixture was heated at reflux temperature for 50 min.; addition of hydrogen chloride gas was continued for the first 20 min. After cooling to 0° C., an aqueous solution of ammonium hydroxide (5%) was added, and the mixture was stirred for 1.... The reactants are C(C)(C)(C)OC(=O)N[C@]12CC=CC[C@H]2CN(C1)C(=O)OCC1=CC=CC=C1 ((1S,6S)-1-tert-butoxycarbonylamino-8-benzyloxycarbonyl-8-azabicyclo[4.3.0]non-3-ene), N (ammonia), liquid, N (ammonia), C(=O)=O.CO (dry ice methanol), [Na] (Sodium). Reagents/catalysts: [Cl-].[NH4+] (ammonium chloride). Solvent: O1CCCC1 (tetrahydrofuran). Reaction conditions: time 10 minute. Yields the product C(C)(C)(C)OC(=O)N[C@]12CC=CC[C@H]2CNC1 ((1S,6S)-1-tert-Butoxycarbonylamino-8-azabicyclo[4.3.0]non-3-ene). The yield is 53.3%. RXN SMILES: [C:1]([O:5][C:6]([NH:8][C@:9]12[CH2:17][N:16](C(OCC3C=CC=CC=3)=O)[CH2:15][C@@H:14]1[CH2:13][CH:12]=[CH:11][CH2:10]2)=[O:7])([CH3:4])([CH3:3])[CH3:2].N.C(=O)=O.CO.[Na]>O1CCCC1.[Cl-].[NH4+]>[C:1]([O:5][C:6]([NH:8][C@:9]12[CH2:17][NH:16][CH2:15][C@@H:14]1[CH2:13][CH:12]=[CH:11][CH2:10]2)=[O:7])([CH3:4])([CH3:2])[CH3:3] |f:2.3,6.7,^1:33|. Reported procedure: A solution of (1S,6S)-1-tert-butoxycarbonylamino-8-benzyloxycarbonyl-8-azabicyclo[4.3.0]non-3-ene (400 mg, 1.07 mmol) in tetrahydrofuran (5.35 mL) was bubbled with ammonia gas under cooling with dry ice-methanol for 10 minutes to add 30 to 40 mL of liquid ammonia to the solution. Sodium (128 mg, 5.34 mmol) was added, and the mixture was stirred for 10 minutes. A saturated ammonium chloride solution (15 drops) was added at room temperature, and the mixture was stirred at room temperature to evapo...